This data is from the Open Reaction Database (ORD), a public repository of structured organic reaction records. The task is: describe an organic reaction: reactants, conditions, products, and yield The reactants are Cl.Cl.Cl.CC1=C(N=CN1)CSCCCNC1=NC=C(C(N1)=O)CC=1C=NC=CC1 (2-[3-(5-methyl-4-imidazolylmethylthio)propylamino]-5-(3-pyridylmethyl)-4-pyrimidone trihydrochloride), N1=CC(=CC=C1)CC=1C(NC(=NC1)SC)=O (5-(3-pyridylmethyl)-2-methylthio-4-pyrimidone). Yields the product Cl.Cl.Cl.CC1=C(N=CN1)CSCCCNC1=NC=C(C(N1)=O)CC1=CC=NC=C1 (2-[3-(5-Methyl-4-imidazolylmethylthio)propylamino]-5-(4-pyridylmethyl)-4-pyrimidone trihydrochloride). RXN SMILES: [ClH:1].Cl.Cl.[CH3:4][C:5]1[NH:9][CH:8]=[N:7][C:6]=1[CH2:10][S:11][CH2:12][CH2:13][CH2:14][NH:15][C:16]1[NH:21][C:20](=[O:22])[C:19]([CH2:23][C:24]2[CH:25]=NC=[CH:28][CH:29]=2)=[CH:18][N:17]=1.[N:30]1C=CC=C(CC2C(=O)NC(SC)=NC=2)[CH:31]=1>>[ClH:1].[ClH:1].[ClH:1].[CH3:4][C:5]1[NH:9][CH:8]=[N:7][C:6]=1[CH2:10][S:11][CH2:12][CH2:13][CH2:14][NH:15][C:16]1[NH:21][C:20](=[O:22])[C:19]([CH2:23][C:24]2[CH:29]=[CH:28][N:30]=[CH:31][CH:25]=2)=[CH:18][N:17]=1 |f:0.1.2.3,5.6.7.8|. Reported procedure: In a similar manner 2-[3-(5-methyl-4-imidazolylmethylthio)propylamino]-5-(3-pyridylmethyl)-4-pyrimidone trihydrochloride m.p. 184°-189° was prepared from 5-(3-pyridylmethyl)-2-methylthio-4-pyrimidone. Starting materials: CC1C(CCC(=C1)C)C(O)C(C)C (2,4-dimethyl-alpha-isopropyl-3-cyclohexene methanol), C(C)(C)O (isopropyl alcohol), Cl (HCl), O (H2O). Run in C1(=CC=CC=C1)C (toluene). Product: CC12OC(C(C(C1)C)CC2)C(C)C (1,5-dimethyl-3-isopropyl-2-oxabicyclo[2.2.2]octane). The yield is 19.2%. RXN SMILES: [CH3:1][CH:2]1[CH:7]=[C:6]([CH3:8])[CH2:5][CH2:4][CH:3]1[CH:9]([CH:11]([CH3:13])[CH3:12])[OH:10].C(O)(C)C.Cl.O>C1(C)C=CC=CC=1>[CH3:8][C:6]12[CH2:5][CH2:4][CH:3]([CH:2]([CH3:1])[CH2:7]1)[CH:9]([CH:11]([CH3:13])[CH3:12])[O:10]2. Procedure details: A solution of 130 grams of 2,4-dimethyl-alpha-isopropyl-3-cyclohexene methanol, 300 grams of isopropyl alcohol and 1000 ml of concentrated HCl is heated 21/2 hours at reflux. The reaction mass is cooled and 1500 ml of H2O and 100 ml of toluene is added with stirring. The aqueous layer is discarded and the organic layer is washed twice with water, neutralizing with aqueous caustic soda on the second wash. The organic layer is distilled through a 48" Vigreux column affording 25 grams of 1,5-dimeth... Reactants: C(C(C)(C)C)(=O)OCBr (Pivaloyloxymethyl bromide), [I-].[Na+] (sodium iodide), [I-] (iodide), NC=1SC=C(N1)/C(/C(=O)N[C@H]1[C@@H]2N(C(=C(CS2)[C@@H]2OCCC2)C(=O)[O-])C1=O)=N/OC.[Na+] (sodium (6R,7R)-7-[2-(2-aminothiazol-4-yl)-2-(Z)-methoxyiminoacetamido]-3-[(R)-tetrahydrofuran-2-yl]ceph-3-em-4-carboxylate). The solvent is C(C)(=O)OCC (ethyl acetate), CC(=O)C (acetone), C1(=CC=CC=C1)C (toluene), CN1C(CCC1)=O (N-methylpyrrolidinone). Reaction conditions: time 30 minute. The product is NC=1SC=C(N1)/C(/C(=O)N[C@H]1[C@@H]2N(C(=C(CS2)[C@@H]2OCCC2)C(=O)OCOC(C(C)(C)C)=O)C1=O)=N/OC (Pivaloyloxymethyl (6R,7R)-7-[2-(2-aminothiazol-4-yl)-2-(Z)-methoxyiminoacetamido]-3-[(R)-tetrahydrofuran-2-yl]ceph-3-em-4-carboxylate). Isolated yield 78.1%. RXN SMILES: [C:1]([O:7][CH2:8]Br)(=[O:6])[C:2]([CH3:5])([CH3:4])[CH3:3].[I-].[Na+].[I-].[NH2:13][C:14]1[S:15][CH:16]=[C:17](/[C:19](=[N:40]/[O:41][CH3:42])/[C:20]([NH:22][C@@H:23]2[C:38](=[O:39])[N:25]3[C:26]([C:35]([O-:37])=[O:36])=[C:27]([C@H:30]4[CH2:34][CH2:33][CH2:32][O:31]4)[CH2:28][S:29][C@H:24]23)=[O:21])[N:18]=1.[Na+]>CC(C)=O.C1(C)C=CC=CC=1.CN1CCCC1=O.C(OCC)(=O)C>[NH2:13][C:14]1[S:15][CH:16]=[C:17](/[C:19](=[N:40]/[O:41][CH3:42])/[C:20]([NH:22][C@@H:23]2[C:38](=[O:39])[N:25]3[C:26]([C:35]([O:37][CH2:8][O:7][C:1](=[O:6])[C:2]([CH3:5])([CH3:4])[CH3:3])=[O:36])=[C:27]([C@H:30]4[CH2:34][CH2:33][CH2:32][O:31]4)[CH2:28][S:29][C@H:24]23)=[O:21])[N:18]=1 |f:1.2,4.5|. Procedure details: Pivaloyloxymethyl bromide (247mg, 1.27mmol) and sodium iodide (247mg, 1.65mmol) in acetone (5ml) were stirred for 30 min., filtered, and the filtrate concentrated in vacuo. The resulting iodide in toluene (3ml) was added to a solution of sodium (6R,7R)-7-[2-(2-aminothiazol-4-yl)-2-(Z)-methoxyiminoacetamido]-3-[(R)-tetrahydrofuran-2-yl]ceph-3-em-4-carboxylate (320mg, 0.67mmol) in N-methylpyrrolidinone (5ml). After stirring for 30 min. at room temperature, the reaction mixture was diluted with eth... The reactants are C(=O)(C(F)(F)F)O (TFA), CC1=C(C=NC=C1)N1C(N(CC1)C=1C=C2C=NN(C2=CC1)COCC[Si](C)(C)C)=O (1-(4-methyl-pyridin-3-yl)-3-[1-(2-trimethylsilanyl-ethoxymethyl)-1H-indazol-5-yl]-imidazolidin-2-one), CO (MeOH). Solvent: C(Cl)(Cl)Cl (CHCl3), C(Cl)Cl (DCM). Conditions: time 8 hour. Product: N1N=CC2=CC(=CC=C12)N1C(N(CC1)C=1C=NC=CC1C)=O (1-(1H-Indazol-5-yl)-3-(4-methyl-pyridin-3-yl)-imidazolidin-2-one). Isolated yield 25.6%. As a reaction SMILES: C(O)(C(F)(F)F)=O.[CH3:8][C:9]1[CH:14]=[CH:13][N:12]=[CH:11][C:10]=1[N:15]1[CH2:19][CH2:18][N:17]([C:20]2[CH:21]=[C:22]3[C:26](=[CH:27][CH:28]=2)[N:25](COCC[Si](C)(C)C)[N:24]=[CH:23]3)[C:16]1=[O:37].CO>C(Cl)Cl.C(Cl)(Cl)Cl>[NH:25]1[C:26]2[C:22](=[CH:21][C:20]([N:17]3[CH2:18][CH2:19][N:15]([C:10]4[CH:11]=[N:12][CH:13]=[CH:14][C:9]=4[CH3:8])[C:16]3=[O:37])=[CH:28][CH:27]=2)[CH:23]=[N:24]1. Procedure details: TFA (0.096 g, 0.00084 mol) was added to solution of 1-(4-methyl-pyridin-3-yl)-3-[1-(2-trimethylsilanyl-ethoxymethyl)-1H-indazol-5-yl]-imidazolidin-2-one (0.24 g, 0.00056 mol) in DCM (10 mL) at 0° C. The reaction mixture was stirred at room temperature overnight. The reaction was monitored by TLC (10% MeOH in CHCl3). The reaction mixture was concentrated and the concentrate was purified by preparative HPLC to afford 42 mg of the product (19.47% yield). The reactants are Cc1cc(-c2cccc(C(=O)CC(=O)Nc3cc(-c4ccc(F)cc4)ccc3NC(=O)OC(C)(C)C)c2)on1, ClCCl, O=C(O)C(F)(F)F. Yields the product Cc1cc(-c2cccc(C3=Nc4ccc(-c5ccc(F)cc5)cc4NC(=O)C3)c2)on1. RXN SMILES: [C:1]([O:2][C:3](=[O:4])[NH:7][c:8]1[c:9]([NH:21][C:22]([CH2:23][C:24](=[O:5])[c:26]2[cH:27][c:28](-[c:32]3[cH:33][c:34]([CH3:37])[n:35][o:36]3)[cH:29][cH:30][cH:31]2)=[O:38])[cH:10][c:11](-[c:14]2[cH:15][cH:16][c:17]([F:20])[cH:18][cH:19]2)[cH:12][cH:13]1)([CH3:6])([CH3:25])[CH3:39].[Cl:47][CH2:48][Cl:49].[F:40][C:41]([F:42])([F:43])[C:44]([OH:45])=[O:46]>>[N:7]1=[C:24]([c:26]2[cH:27][c:28](-[c:32]3[cH:33][c:34]([CH3:37])[n:35][o:36]3)[cH:29][cH:30][cH:31]2)[CH2:23][C:22](=[O:38])[NH:21][c:9]2[c:8]1[cH:13][cH:12][c:11](-[c:14]1[cH:15][cH:16][c:17]([F:20])[cH:18][cH:19]1)[cH:10]2.